Dataset: the Open Reaction Database (ORD), a public repository of structured organic reaction records. Task: describe an organic reaction: reactants, conditions, products, and yield Reactants: CC(=O)O, O=S(=O)(Cl)c1ccc(Cl)nc1, O=C1N(c2ccc(OC(F)(F)F)cc2)CCC12CCNCC2. As a reaction SMILES: [C:1]([OH:2])(=[O:3])[CH3:4].[Cl:27][c:28]1[cH:29][cH:30][c:31]([S:34](=[O:35])(=[O:36])[Cl:37])[cH:32][n:33]1.[F:5][C:6]([O:7][c:8]1[cH:9][cH:10][c:11]([N:14]2[C:15](=[O:24])[C:16]3([CH2:17][CH2:18]2)[CH2:19][CH2:20][NH:21][CH2:22][CH2:23]3)[cH:12][cH:13]1)([F:25])[F:26]>>[F:5][C:6]([O:7][c:8]1[cH:9][cH:10][c:11]([N:14]2[C:15](=[O:24])[C:16]3([CH2:17][CH2:18]2)[CH2:19][CH2:20][N:21]([S:34]([c:31]2[cH:30][cH:29][c:28]([Cl:27])[n:33][cH:32]2)(=[O:35])=[O:36])[CH2:22][CH2:23]3)[cH:12][cH:13]1)([F:25])[F:26]. The product is O=C1N(c2ccc(OC(F)(F)F)cc2)CCC12CCN(S(=O)(=O)c1ccc(Cl)nc1)CC2. Solvent: C(Cl)Cl (methylenechloride). Procedure details: 485 mg of the compound obtained as above was mixed with 10 ml of methylenechloride. 375 mg of β-alanyl-L-phenylalanine benzyl ester TFA salt and 0.11 ml of TEA and 175 mg of DCC were added successively to the mixture under ice-cooling. After 30 minutes, ice-bath was removed and the mixture was stirred overnight. Precipitates formed were removed by filtration, the filtrate was washed with water, dried over anhydrous magnesium sulfate. The solvent was distilled off under reduced pressure and the r... As a reaction SMILES: OC(C(F)(F)F)=O.[CH2:8]([O:15][C:16](=[O:31])[C@H:17]([CH2:24][C:25]1[CH:30]=[CH:29][CH:28]=[CH:27][CH:26]=1)[NH:18][C:19](=[O:23])[CH2:20][CH2:21][NH2:22])[C:9]1[CH:14]=[CH:13][CH:12]=[CH:11][CH:10]=1.C1CCC(N=C=NC2CCCCC2)CC1>C(Cl)Cl>[CH2:8]([O:15][C:16](=[O:31])[C@H:17]([CH2:24][C:25]1[CH:30]=[CH:29][CH:28]=[CH:27][CH:26]=1)[NH:18][C:19](=[O:23])[CH2:20][CH2:21][NH2:22])[C:9]1[CH:10]=[CH:11][CH:12]=[CH:13][CH:14]=1 |f:0.1|. Product: C(C1=CC=CC=C1)OC([C@@H](NC(CCN)=O)CC1=CC=CC=C1)=O (β-alanyl-L-phenylalanine benzyl ester). Starting materials: OC(=O)C(F)(F)F.C(C1=CC=CC=C1)OC([C@@H](NC(CCN)=O)CC1=CC=CC=C1)=O (β-alanyl-L-phenylalanine benzyl ester TFA salt), TEA, C1CCC(CC1)N=C=NC2CCCCC2 (DCC). Run at time 30 minute. The reactants are CC(=O)N1CCC(NS(=O)(=O)c2ccc(OCc3cc(C)nc4ccccc34)cc2)C(C)(C(=O)NOC(C)(C)C)C1, O=C(O)C(F)(F)F. The product is CC(=O)N1CCC(NS(=O)(=O)c2ccc(OCc3cc(C)nc4ccccc34)cc2)C(C)(C(=O)NO)C1. RXN SMILES: [C:1]([CH3:2])(=[O:3])[N:4]1[CH2:5][C:6]([C:33](=[O:34])[NH:35][O:36][C:37]([CH3:38])([CH3:39])[CH3:40])([CH3:41])[CH:7]([NH:10][S:11](=[O:12])(=[O:13])[c:14]2[cH:15][cH:16][c:17]([O:20][CH2:21][c:22]3[cH:23][c:24]([CH3:32])[n:25][c:26]4[cH:27][cH:28][cH:29][cH:30][c:31]34)[cH:18][cH:19]2)[CH2:8][CH2:9]1.[OH:42][C:43]([C:44]([F:45])([F:46])[F:47])=[O:48]>>[C:1]([CH3:2])(=[O:3])[N:4]1[CH2:5][C:6]([C:33](=[O:34])[NH:35][OH:36])([CH3:41])[CH:7]([NH:10][S:11](=[O:12])(=[O:13])[c:14]2[cH:15][cH:16][c:17]([O:20][CH2:21][c:22]3[cH:23][c:24]([CH3:32])[n:25][c:26]4[cH:27][cH:28][cH:29][cH:30][c:31]34)[cH:18][cH:19]2)[CH2:8][CH2:9]1. The reactants are FC1=CC=C(C=C1)C(CNC(=O)C1CCN(CC1)CC#N)=O (1-cyanomethyl-piperidine-4-carboxylic acid-[2-(4-fluorophenyl)-2-oxoethyl] amide), O (water), C([O-])(O)=O.[Na+] (sodium bicarbonate), C=O (formaldehyde). Run in C(C)O (ethanol). Run at temperature 40 celsius, time 3 hour. The product is FC1=CC=C(C=C1)C(C(CO)NC(=O)C1CCN(CC1)CC#N)=O (1-cyanomethyl-piperidine-4-carboxylic acid-[2-(4-fluorophenyl)-1-hydroxymethyl-2-oxoethyl] amide). The yield is 380.7%. RXN SMILES: [F:1][C:2]1[CH:7]=[CH:6][C:5]([C:8](=[O:22])[CH2:9][NH:10][C:11]([CH:13]2[CH2:18][CH2:17][N:16]([CH2:19][C:20]#[N:21])[CH2:15][CH2:14]2)=[O:12])=[CH:4][CH:3]=1.O.[C:24](=O)(O)[O-:25].[Na+].C=O>C(O)C>[F:1][C:2]1[CH:3]=[CH:4][C:5]([C:8](=[O:22])[CH:9]([NH:10][C:11]([CH:13]2[CH2:14][CH2:15][N:16]([CH2:19][C:20]#[N:21])[CH2:17][CH2:18]2)=[O:12])[CH2:24][OH:25])=[CH:6][CH:7]=1 |f:2.3|. Procedure: In a 22-l round bottomed flask, suspend 1-cyanomethyl-piperidine-4-carboxylic acid-[2-(4-fluorophenyl)-2-oxoethyl] amide (1.004 kg, 3.31 moles) in absolute ethanol (5.0 l) and process water (2.5 l). To the suspension is added sodium bicarbonate (55.62 g, 0.662 moles) and 37% formaldehyde (400 ml, 4.93 moles), then the suspension is warmed to 40° C. and the reaction followed by HPLC. Upon completion, the reaction is quenched by added ice water (5.0 l) and brine (5.0 l). The reaction is stirred fo...